Dataset: the Open Reaction Database (ORD), a public repository of structured organic reaction records. Task: describe an organic reaction: reactants, conditions, products, and yield The reactants are C1(CCCCC1)N=C=NC1CCCCC1 (dicyclohexylcarbodiimide), C(C)(C)(C)OC(=O)N[C@H](C(C(=O)O)O)CC1CCCCC1 ((2RS, 3S)-3-tertbutoxycarbonylamino-4-cyclohexyl-2-hydroxybutyric acid), N1CCOCC1 (morpholine), ON1N=NC2=C1C=CC=C2 (1-hydroxybenzotriazole). Solvent: C(C)(=O)OCC (ethyl acetate). The product is C(C)(C)(C)OC(=O)N[C@H](C(C(=O)N1CCOCC1)O)CC1CCCCC1 (4-[(2RS, 3S)-3-(tertbutoxycarbonyl)amino-4-cyclohexyl-2-hydroxybutyryl]morpholine). Reaction SMILES: [C:1]([O:5][C:6]([NH:8][C@@H:9]([CH2:15][CH:16]1[CH2:21][CH2:20][CH2:19][CH2:18][CH2:17]1)[CH:10]([OH:14])[C:11]([OH:13])=O)=[O:7])([CH3:4])([CH3:3])[CH3:2].[NH:22]1[CH2:27][CH2:26][O:25][CH2:24][CH2:23]1.ON1C2C=CC=CC=2N=N1.C1(N=C=NC2CCCCC2)CCCCC1>C(OCC)(=O)C>[C:1]([O:5][C:6]([NH:8][C@@H:9]([CH2:15][CH:16]1[CH2:21][CH2:20][CH2:19][CH2:18][CH2:17]1)[CH:10]([OH:14])[C:11]([N:22]1[CH2:27][CH2:26][O:25][CH2:24][CH2:23]1)=[O:13])=[O:7])([CH3:2])([CH3:3])[CH3:4]. Procedure details: To a solution of 200 mg of (2RS, 3S)-3-tertbutoxycarbonylamino-4-cyclohexyl-2-hydroxybutyric acid which was prepared in Reference Example 4, 0.06 ml of morpholine and 13 mg of 1-hydroxybenzotriazole in 6 ml of ethyl acetate was added 150 mg of dicyclohexylcarbodiimide with stirring under ice-cooling, and the mixture was stirred for 16 hours at room temperature. The reaction mixture was cooled, and filtered to remove insoluble materials. The filtrate was washed successively with an aqueous citric... The reactants are CC1(OB(OC1(C)C)C1=CC=C(C=C1)O)C (4-(4,4,5,5-tetramethyl-1,3,2-dioxaborolan-2-yl)phenol), [H-].[Na+] (NaH), COCCBr (2-bromoethyl methyl ether). The solvent is CN(C)C=O (DMF). Reaction conditions: temperature 50 celsius, time 8 hour. The product is COCCOC1=CC=C(C=C1)B1OC(C(O1)(C)C)(C)C (2-(4-(2-methoxyethoxy)phenyl)-4,4,5,5-tetramethyl-1,3,2-dioxaborolane). Yield: 60.1%. RXN SMILES: [CH3:1][C:2]1([CH3:16])[C:6]([CH3:8])([CH3:7])[O:5][B:4]([C:9]2[CH:14]=[CH:13][C:12]([OH:15])=[CH:11][CH:10]=2)[O:3]1.[H-].[Na+].[CH3:19][O:20][CH2:21][CH2:22]Br>CN(C=O)C>[CH3:19][O:20][CH2:21][CH2:22][O:15][C:12]1[CH:13]=[CH:14][C:9]([B:4]2[O:3][C:2]([CH3:16])([CH3:1])[C:6]([CH3:7])([CH3:8])[O:5]2)=[CH:10][CH:11]=1 |f:1.2|. Reported procedure: To a solution of 4-(4,4,5,5-tetramethyl-1,3,2-dioxaborolan-2-yl)phenol (150 mg, 0.682 mmol) in DMF (5 mL) was added 60% NaH (136 mg, 3.41 mmol) and 2-bromoethyl methyl ether (0.13 mL, 1.363 mmol). The resulting solution was stirred at 50° C. overnight, cooled to ambient temperature, quenched with water, and extracted with EtOAc. The combined extracts were washed with brine, dried over anhydrous Na2SO4, filtered, and concentrated. The residue was purified by flash chromatography to give the title...